From a dataset of the Open Reaction Database (ORD), a public repository of structured organic reaction records. describe an organic reaction: reactants, conditions, products, and yield Yields the product OCCC1=C(N=C(O1)C)C1=CC=CC=C1 (5-(2-hydroxyethyl)-2-methyl-4-phenyloxazole). Reaction SMILES: [OH-].[Na+].C([O:6][CH2:7][CH2:8][C:9]1[O:13][C:12]([CH3:14])=[N:11][C:10]=1[C:15]1[CH:20]=[CH:19][CH:18]=[CH:17][CH:16]=1)(=O)C>CO.O>[OH:6][CH2:7][CH2:8][C:9]1[O:13][C:12]([CH3:14])=[N:11][C:10]=1[C:15]1[CH:20]=[CH:19][CH:18]=[CH:17][CH:16]=1 |f:0.1|. The reactants are [OH-].[Na+] (Sodium hydroxide), C(C)(=O)OCCC1=C(N=C(O1)C)C1=CC=CC=C1 (5-(2-acetoxyethyl)-2-methyl-4-phenyloxazole). Reaction conditions: time 30 minute. Run in CO (methanol), O (water). Reported procedure: 2N Sodium hydroxide (40 ml) was added to a solution of 5-(2-acetoxyethyl)-2-methyl-4-phenyloxazole (16.6 g) in methanol (40 ml) and the mixture was stirred for 30 minutes, diluted with water and extracted with ethyl acetate. The ethyl acetate layer was washed with water and dried over anhydrous magnesium sulfate. The solvent was then distilled off and the residue wwas purified by silica gel chromatography (silica gel: 190 g, eluent: isopropyl ether) to give an oil of 5-(2-hydroxyethyl)-2-methyl-... Starting materials: C(C)NC(=O)N (ethyl urea), C1(=CC=CC=C1)N=C=O (phenylisocyanate). Solvent: O1CCOCC1 (dioxane). Reaction conditions: time 15 hour. Product: C(C)NC(=O)NC(=O)NC1=CC=CC=C1 (1-ethyl-5-phenylbiuret). The yield is 55.5%. RXN SMILES: [CH2:1]([NH:3][C:4]([NH2:6])=[O:5])[CH3:2].[C:7]1([N:13]=[C:14]=[O:15])[CH:12]=[CH:11][CH:10]=[CH:9][CH:8]=1>O1CCOCC1>[CH2:1]([NH:3][C:4]([NH:6][C:14]([NH:13][C:7]1[CH:12]=[CH:11][CH:10]=[CH:9][CH:8]=1)=[O:15])=[O:5])[CH3:2]. Procedure: In 50 ml of anhydrous dioxane, 3.5 g (0.04 mol) of ethyl urea was dissolved, and under stirring 4.8 g (0.04 mol) of phenylisocyanate was added thereinto. The reaction was carried out at a room temperature for 15 hours, then the solvent was removed by distillation under a reduced pressure. The residue thus obtained was recrystallized from ethanol-water to obtain 4.6 g (yield 55%) of 1-ethyl-5-phenylbiuret having a melting point of 80°-81.5° C.